Dataset: the Open Reaction Database (ORD), a public repository of structured organic reaction records. Task: describe an organic reaction: reactants, conditions, products, and yield Reactants: C[Si](C)(C)CCOC(=O)C(=Cc1cc(Br)ccc1OCc1ccccc1)NC(=O)OCc1ccccc1, CCO, [H][H], C1COCCO1. Yields the product C[Si](C)(C)CCOC(=O)C(Cc1cc(Br)ccc1OCc1ccccc1)NC(=O)OCc1ccccc1. RXN SMILES: [CH3:1][Si:2]([CH2:3][CH2:4][O:5][C:6]([C:7](=[CH:8][c:9]1[c:10]([O:16][CH2:17][c:18]2[cH:19][cH:20][cH:21][cH:22][cH:23]2)[cH:11][cH:12][c:13]([Br:15])[cH:14]1)[NH:24][C:25](=[O:26])[O:27][CH2:28][c:29]1[cH:30][cH:31][cH:32][cH:33][cH:34]1)=[O:35])([CH3:36])[CH3:37].[CH3:40][CH2:41][OH:42].[H:38][H:39].[O:43]1[CH2:44][CH2:45][O:46][CH2:47][CH2:48]1>>[CH3:1][Si:2]([CH2:3][CH2:4][O:5][C:6]([CH:7]([CH2:8][c:9]1[c:10]([O:16][CH2:17][c:18]2[cH:19][cH:20][cH:21][cH:22][cH:23]2)[cH:11][cH:12][c:13]([Br:15])[cH:14]1)[NH:24][C:25](=[O:26])[O:27][CH2:28][c:29]1[cH:30][cH:31][cH:32][cH:33][cH:34]1)=[O:35])([CH3:36])[CH3:37]. Reactants: CC1=NCCc2ccccc21, [K+], [K+], O=[N+]([O-])[O-], [OH-], O=S(=O)(O)O. Product: CC1=NCCc2ccc([N+](=O)[O-])cc21. Reaction SMILES: [CH3:1][C:2]1=[N:3][CH2:4][CH2:5][c:6]2[cH:7][cH:8][cH:9][cH:10][c:11]21.[K+:12].[K+:18].[O-:13][N+:14]([O-:15])=[O:16].[OH-:17].[S:19](=[O:20])(=[O:21])([OH:22])[OH:23]>>[CH3:1][C:2]1=[N:3][CH2:4][CH2:5][c:6]2[cH:7][cH:8][c:9]([N+:14](=[O:13])[O-:15])[cH:10][c:11]21. Starting materials: COC1=C(C=CC(=C1)C=1SC=CC1)C(C)=O (2′-methoxy-4′-(thien-2-yl)acetophenone), FC=1C=C(C=O)C=CC1F (3,4-difluorobenzaldehyde), C([O-])([O-])=O.[Cs+].[Cs+] (Cesium carbonate). Solvent: O1CCCC1 (tetrahydrofuran). Yields the product FC=1C=C(C=CC1F)C=CC(=O)C1=C(C=C(C=C1)C=1SC=CC1)OC (3-(3,4-difluorophenyl)-1-[2-methoxy-4-(thien-2-yl)phenyl]-2-propen-1-one). Yield: 69.1%. Reaction SMILES: [CH3:1][O:2][C:3]1[CH:8]=[C:7]([C:9]2[S:10][CH:11]=[CH:12][CH:13]=2)[CH:6]=[CH:5][C:4]=1[C:14](=[O:16])[CH3:15].[F:17][C:18]1[CH:19]=[C:20]([CH:23]=[CH:24][C:25]=1[F:26])[CH:21]=O.C(=O)([O-])[O-].[Cs+].[Cs+]>O1CCCC1>[F:17][C:18]1[CH:19]=[C:20]([CH:21]=[CH:15][C:14]([C:4]2[CH:5]=[CH:6][C:7]([C:9]3[S:10][CH:11]=[CH:12][CH:13]=3)=[CH:8][C:3]=2[O:2][CH3:1])=[O:16])[CH:23]=[CH:24][C:25]=1[F:26] |f:2.3.4|. Reported procedure: The 2′-methoxy-4′-(thien-2-yl)acetophenone (0.30 g, 1.3 mmol) from Ex-57A and 3,4-difluorobenzaldehyde 0.19 g, 1.3 mmol) were mixed in tetrahydrofuran (THF, 10 mL). Cesium carbonate (1.2 g, 3.9 mmol) was added, and the mixture was stirred at reflux overnight. Upon cooling to room temperature, the mixture was filtered, the filtrate was treated with 0.5 M HCl, and extracted with dichloromethane. The organic phase was dried and evaporated. Silica gel chromatography gave 0.32 g (69%) of the desired ... Starting materials: C[O-].[Na+] (Sodium methoxide), C1(=C(C=CC=C1)N(C1=C(C=CC=C1)C)C1=CC=C(C=O)C=C1)C (4-(N,N-di-tolylamino)benzaldehyde), C1(=C(C=CC=C1)N(C1=C(C=CC=C1)C)C1=CC=C(CP(OCC)(OCC)=O)C=C1)C (diethyl 4-(N,N-di-tolylamino)-benzylphosphonate). Run in CN(C)C=O (DMF). Run at temperature 25 celsius, time 4 hour. Product: C1(=C(C=CC=C1)N(C1=CC=C(C=C1)\C=C\C1=CC=C(C=C1)N(C1=C(C=CC=C1)C)C1=C(C=CC=C1)C)C1=C(C=CC=C1)C)C ((E)-4,4′-Bis-(ditolylamino)stilbene). Yield: 69.5%. Reaction SMILES: C[O-].[Na+].[C:4]1([CH3:26])[CH:9]=[CH:8][CH:7]=[CH:6][C:5]=1[N:10]([C:18]1[CH:25]=[CH:24][C:21]([CH:22]=O)=[CH:20][CH:19]=1)[C:11]1[CH:16]=[CH:15][CH:14]=[CH:13][C:12]=1[CH3:17].[C:27]1([CH3:56])[CH:32]=[CH:31][CH:30]=[CH:29][C:28]=1[N:33]([C:41]1[CH:55]=[CH:54][C:44]([CH2:45]P(=O)(OCC)OCC)=[CH:43][CH:42]=1)[C:34]1[CH:39]=[CH:38][CH:37]=[CH:36][C:35]=1[CH3:40]>CN(C=O)C>[C:4]1([CH3:26])[CH:9]=[CH:8][CH:7]=[CH:6][C:5]=1[N:10]([C:11]1[CH:16]=[CH:15][CH:14]=[CH:13][C:12]=1[CH3:17])[C:18]1[CH:25]=[CH:24][C:21](/[CH:22]=[CH:45]/[C:44]2[CH:43]=[CH:42][C:41]([N:33]([C:34]3[CH:39]=[CH:38][CH:37]=[CH:36][C:35]=3[CH3:40])[C:28]3[CH:29]=[CH:30][CH:31]=[CH:32][C:27]=3[CH3:56])=[CH:55][CH:54]=2)=[CH:20][CH:19]=1 |f:0.1|. Reported procedure: Sodium methoxide (4.9 mmol) was added to a stirring solution of 4-(N,N-di-tolylamino)benzaldehyde (3.78 mmol) and diethyl 4-(N,N-di-tolylamino)-benzylphosphonate (3.78 mmol) in 15 mL of DMF at 25° C. The mixture stirred for 4 h at 25° C., producing a yellow precipitate. The solid was collected, and then slurried in warm water. The solid was collected again, and crystallized from ethanol/toluene to yield 1.5 g of the stilbene, (E)-4,4′-bis-(N,N-di-tolylamino)stilbene (Inv-5). H1 NMR and mass spec... Reactants: NC(CC(C(=O)OCC)C)C1=C(C=CC=C1OC)OC (ethyl 4-amino-4-(2,6-dimethoxyphenyl)-2-methylbutanoate), S1C=NC=C1C=1C=C(C=O)C=CC1 (3-(thiazol-5-yl)benzaldehyde). Yields the product COC1=C(C(=CC=C1)OC)C1CC(C(N1CC1=CC(=CC=C1)C1=CN=CS1)=O)C (5-(2,6-dimethoxyphenyl)-3-methyl-1-(3-(thiazol-5-yl)benzyl)pyrrolidin-2-one). As a reaction SMILES: [NH2:1][CH:2]([C:11]1[C:16]([O:17][CH3:18])=[CH:15][CH:14]=[CH:13][C:12]=1[O:19][CH3:20])[CH2:3][CH:4]([CH3:10])[C:5]([O:7]CC)=O.[S:21]1[C:25]([C:26]2[CH:27]=[C:28]([CH:31]=[CH:32][CH:33]=2)[CH:29]=O)=[CH:24][N:23]=[CH:22]1>>[CH3:18][O:17][C:16]1[CH:15]=[CH:14][CH:13]=[C:12]([O:19][CH3:20])[C:11]=1[CH:2]1[N:1]([CH2:29][C:28]2[CH:31]=[CH:32][CH:33]=[C:26]([C:25]3[S:21][CH:22]=[N:23][CH:24]=3)[CH:27]=2)[C:5](=[O:7])[CH:4]([CH3:10])[CH2:3]1. Procedure: Prepared according to the described general procedure 2 (GP2) by reaction of ethyl 4-amino-4-(2,6-dimethoxyphenyl)-2-methylbutanoate with 3-(thiazol-5-yl)benzaldehyde. Subsequent purification by preparative HPLC afforded the target compound. LC-MS (conditions A): tR=0.79 min.; [M+H]+: 408.98 g/mol. Yields the product FC1=CC=C(C=C1)C1=C(C=C(S1)CC(=O)O)C1=CC=C(C=C1)S(=O)(=O)C (5-(4-fluorophenyl)-4-[4-(methylsulfonyl)phenyl]thiophene-2-acetic acid). Reaction conditions: time 1 hour. Procedure: A mixture of methyl 5-(4-fluorophenyl)-4-[4-(methylsulfonyl)phenyl]thiophene-2-acetate (2 g) and 4N sodium hydroxide solution (3.7 ml) in tetrahydrofuran (20 ml) as stirred at ambient temperature for 1 hour. The mixture was diluted with water and washed with toluene. The aqueous layer was acidified with hydrochloric acid and extracted with ethyl acetate. The extract was washed with water, dried and concentrated. The residue was recrystallized from a mixture of ethanol and water to give pale oran... Yield: 82.9%. RXN SMILES: [F:1][C:2]1[CH:7]=[CH:6][C:5]([C:8]2[S:12][C:11]([CH2:13][C:14]([O:16]C)=[O:15])=[CH:10][C:9]=2[C:18]2[CH:23]=[CH:22][C:21]([S:24]([CH3:27])(=[O:26])=[O:25])=[CH:20][CH:19]=2)=[CH:4][CH:3]=1.[OH-].[Na+]>O1CCCC1.O>[F:1][C:2]1[CH:7]=[CH:6][C:5]([C:8]2[S:12][C:11]([CH2:13][C:14]([OH:16])=[O:15])=[CH:10][C:9]=2[C:18]2[CH:23]=[CH:22][C:21]([S:24]([CH3:27])(=[O:26])=[O:25])=[CH:20][CH:19]=2)=[CH:4][CH:3]=1 |f:1.2|. The solvent is O1CCCC1 (tetrahydrofuran), O (water). Reactants: FC1=CC=C(C=C1)C1=C(C=C(S1)CC(=O)OC)C1=CC=C(C=C1)S(=O)(=O)C (methyl 5-(4-fluorophenyl)-4-[4-(methylsulfonyl)phenyl]thiophene-2-acetate), [OH-].[Na+] (sodium hydroxide). The reactants are C=1C=CN2C1C(C1=C(CC2)C=CC=C1)=O (6,11-dihydro-5H-pyrrolo[2,1-b][3]benzazepin-11-one), solution, CN(CCC[Mg]Cl)C (3-dimethylaminopropyl magnesium chloride). Run in O1CCCC1 (THF), O1CCCC1 (tetrahydrofuran). Conditions: time 40 minute. The product is OC1(C=2N(CCC3=C1C=CC=C3)C=CC2)CCCN(C)C (11-Hydroxy-11-(3-dimethylaminopropyl)-6,11-dihydro-5H-pyrrolo[2,1-b][3]benzazepine). RXN SMILES: [CH:1]1[CH:2]=[CH:3][N:4]2[CH2:10][CH2:9][C:8]3[CH:11]=[CH:12][CH:13]=[CH:14][C:7]=3[C:6](=[O:15])[C:5]=12.[CH3:16][N:17]([CH3:23])[CH2:18][CH2:19][CH2:20][Mg]Cl>O1CCCC1>[OH:15][C:6]1([CH2:20][CH2:19][CH2:18][N:17]([CH3:23])[CH3:16])[C:7]2[CH:14]=[CH:13][CH:12]=[CH:11][C:8]=2[CH2:9][CH2:10][N:4]2[CH:3]=[CH:2][CH:1]=[C:5]12. Reported procedure: To a solution of 16 g., (0.081 mole) of 6,11-dihydro-5H-pyrrolo[2,1-b][3]benzazepin-11-one in 300 ml. tetrahydrofuran (THF) is added 150 ml. of 1.0N solution of 3-dimethylaminopropyl magnesium chloride in THF. After stirring for 40 minutes at ice-bath temperature and for 1.5 hours at 25° C., the bulk of the solvent is distilled below 45° C. under reduced pressure. The residue is dissolved in 500 ml. of methylene chloride and the Grignard adduct is hydrolyzed by the dropwise addition of 15 ml. wa...